This data is from the Open Reaction Database (ORD), a public repository of structured organic reaction records. The task is: describe an organic reaction: reactants, conditions, products, and yield The reactants are C(C)OC(C1C(C2=CC=C(C=C2)OCC2=CC=CC=C2)O1)=O (ethyl-2,3-epoxy-3-(4-benzyloxyphenyl)propionate), C(C)OC(C1C(C2=CC=C(C=C2)OCC2=CC=CC=C2)O1)=O (ethyl-2,3-epoxy-3-(4-benzyloxyphenyl)propionate), [H][H] (hydrogen). Reagents/catalysts: [Pd] (Pd/C). The solvent is O1CCOCC1 (1,4-dioxane). The product is OC(C(=O)OCC)CC1=CC=C(C=C1)OCC1=CC=CC=C1 (racemic ethyl 2-hydroxy-3-(4-benzyloxyphenyl)propionate). Yield: 80.0%. Reaction SMILES: [CH2:1]([O:3][C:4](=[O:22])[CH:5]1[O:21][CH:6]1[C:7]1[CH:12]=[CH:11][C:10]([O:13][CH2:14][C:15]2[CH:20]=[CH:19][CH:18]=[CH:17][CH:16]=2)=[CH:9][CH:8]=1)[CH3:2].[H][H]>[Pd].O1CCOCC1>[OH:21][CH:5]([CH2:6][C:7]1[CH:12]=[CH:11][C:10]([O:13][CH2:14][C:15]2[CH:20]=[CH:19][CH:18]=[CH:17][CH:16]=2)=[CH:9][CH:8]=1)[C:4]([O:3][CH2:1][CH3:2])=[O:22]. Procedure details: A mixture of ethyl-2,3-epoxy-3-(4-benzyloxyphenyl)propionate of the formula (9) (125 g) obtained according to the procedure described in step (ii) above, 5% Pd/C catalyst (12.5 g) and 1,4-dioxane (750 ml) was hydrogenated at room temperature at 5–10 psi of hydrogen pressure for a period of 10–15 h. The progress of the reaction was monitored by TLC. After completion of the reaction, the catalyst was filtered and the solvent was removed under reduced pressure to afford the title compound of the fo... Reactants: stainless steel, ClC1=C2N=CN(C2=NC(=N1)OCCC1=CC=C(C=C1)Cl)[C@H]1[C@H](OC(C)=O)[C@H](OC(C)=O)[C@H](O1)COC(C)=O (6-chloro-2-[2-(4-chlorophenyl)-ethoxy]-9-(2,3,5-tri-O-acetyl-β-D-ribofuranosyl)purine), N (ammonia). Solvent: C(C)O (ethanol). Conditions: temperature -50 celsius. The product is ClC1=CC=C(C=C1)CCOC=1N=C(C=2N=CN([C@H]3[C@H](O)[C@H](O)[C@@H](CO)O3)C2N1)N (2-[2-(4-chlorophenyl)ethoxy]adenosine). RXN SMILES: Cl[C:2]1[N:10]=[C:9]([O:11][CH2:12][CH2:13][C:14]2[CH:19]=[CH:18][C:17]([Cl:20])=[CH:16][CH:15]=2)[N:8]=[C:7]2[C:3]=1[N:4]=[CH:5][N:6]2[C@@H:21]1[O:33][C@H:32]([CH2:34][O:35]C(=O)C)[C@@H:27]([O:28]C(=O)C)[C@H:22]1[O:23]C(=O)C.[NH3:39]>C(O)C>[Cl:20][C:17]1[CH:18]=[CH:19][C:14]([CH2:13][CH2:12][O:11][C:9]2[N:10]=[C:2]([NH2:39])[C:3]3[N:4]=[CH:5][N:6]([C:7]=3[N:8]=2)[C@@H:21]2[O:33][C@H:32]([CH2:34][OH:35])[C@@H:27]([OH:28])[C@H:22]2[OH:23])=[CH:15][CH:16]=1. Reported procedure: A 2 liter stainless steel autoclave is charged with 6-chloro-2-[2-(4-chlorophenyl)-ethoxy]-9-(2,3,5-tri-O-acetyl-β-D-ribofuranosyl)purine (22.4 g, 39.4 mmoles) and anhydrous ethanol (800 mL) and chilled to −50° C. Liquid ammonia (200 mL) is condensed, added to the autoclave, the autoclave sealed, and the mixture heated to 105±5° C. for 24 hours. The autoclave is then cooled in an ice bath and vented when the pressure drops below 100 psi. After evaporating to approximately 250 mL, activated charc... The reactants are S(=S)(=O)([O-])[O-].[Na+].[Na+] (sodium thiosulfate), COC(=O)[C@@H](CC(=O)OC)N1C([C@H]([C@H]1C=CC1=CC=CC=C1)NC(=O)OCC1=CC=CC=C1)=O ((3S,4R)-1-[(1R)-1,2-di(methoxycarbonyl)ethyl]-3-benzyloxycarbonylamino-4-styryl-2-azetidinone), [Mn](=O)(=O)(=O)[O-].[K+] (potassium permanganate), C(C)(=O)OCC (ethyl acetate). The reagents and catalysts are [N+](CCCC)(CCCC)(CCCC)CCCC.[O-]S(=O)(=O)O (n-Bu4NHSO4). The solvent is O (water). Product: COC(=O)[C@@H](CC(=O)OC)N1C([C@H]([C@@H]1C(=O)OC)NC(=O)OCC1=CC=CC=C1)=O ((3S,4R)-1-[(1R)-1,2 -di(methoxycarbonyl)ethyl]-3-benzyloxycarbonylamino-4-methoxycarbonyl-2-azetidinone), C(C1=CC=CC=C1)OC(=O)N[C@@H]1C(N[C@H]1C(=O)OC)=O ((3S,4R)-3-benzyloxycarbonylamino-4-methoxycarbonyl-2-azetidinone). RXN SMILES: [CH3:1][O:2][C:3]([C@H:5]([N:11]1[C@H:14]([CH:15]=CC2C=CC=CC=2)[C@H:13]([NH:23][C:24]([O:26][CH2:27][C:28]2[CH:33]=[CH:32][CH:31]=[CH:30][CH:29]=2)=[O:25])[C:12]1=[O:34])[CH2:6][C:7]([O:9][CH3:10])=[O:8])=[O:4].[Mn]([O-])(=O)(=O)=[O:36].[K+].S([O-])([O-])(=[O:43])=S.[Na+].[Na+].[C:48](OCC)(=[O:50])C>[N+](CCCC)(CCCC)(CCCC)CCCC.[O-]S(O)(=O)=O.O>[CH3:1][O:2][C:3]([C@H:5]([N:11]1[C@@H:14]([C:15]([O:50][CH3:48])=[O:43])[C@H:13]([NH:23][C:24]([O:26][CH2:27][C:28]2[CH:29]=[CH:30][CH:31]=[CH:32][CH:33]=2)=[O:25])[C:12]1=[O:34])[CH2:6][C:7]([O:9][CH3:10])=[O:8])=[O:4].[CH2:27]([O:26][C:24]([NH:23][C@H:13]1[C@H:14]([C:15]([O:50][CH3:48])=[O:36])[NH:11][C:12]1=[O:34])=[O:25])[C:28]1[CH:29]=[CH:30][CH:31]=[CH:32][CH:33]=1 |f:1.2,3.4.5,7.8|. Reported procedure: With stirring at room temperature, a solution of 0.467 g of (3S,4R)-1-[(1R)-1,2-di(methoxycarbonyl)ethyl]-3-benzyloxycarbonylamino-4-styryl-2-azetidinone in 20 ml of ethyl acetate and 0.068 g of n-Bu4NHSO4 are added to a solution of 0.79 g of potassium permanganate in 20 ml of water, and the mixture is stirred at room temperature for 2 hours. To the reaction mixture is added an aqueous solution of sodium thiosulfate and the mixture is passed through a Celite layer and washed with water and ethyl... Reactants: C(O)([O-])=O.[Na+] (sodium hydrogen carbonate), ( 2 ), BrC=1C=C(C=CC1)C(O)C=1SC(=CC1)CC (3-bromophenyl-5-ethyl-2-thienylmethanol), C(C)[SiH](CC)CC (triethylsilane). Run in ClCCl (dichloromethane). Reaction conditions: temperature -78 celsius. Yields the product BrC=1C=C(C=CC1)CC=1SC(=CC1)CC (3-bromo-(5-ethyl-2-thienylmethyl)benzene). The yield is 93.7%. RXN SMILES: [Br:1][C:2]1[CH:3]=[C:4]([CH:8]([C:10]2[S:11][C:12]([CH2:15][CH3:16])=[CH:13][CH:14]=2)O)[CH:5]=[CH:6][CH:7]=1.C([SiH](CC)CC)C.C(=O)([O-])O.[Na+]>ClCCl>[Br:1][C:2]1[CH:3]=[C:4]([CH2:8][C:10]2[S:11][C:12]([CH2:15][CH3:16])=[CH:13][CH:14]=2)[CH:5]=[CH:6][CH:7]=1 |f:2.3|. Reported procedure: A solution of 1,3-dibromobenzene (3.7 g) in tetrahydrofuran (25 ml) was cooled to −78° C. under argon atmosphere, and thereto was added dropwise n-butyl lithium (2.44 M hexane solution, 5.55 ml). The reaction mixture was stirred at the same temperature for 10 minutes, and thereto was added dropwise a solution of 5-ethyl-2-thiophenecarboxaldehyde (2.0 g) in tetrahydrofuran (10 ml). The mixture was stirred at the same temperature for 30 minutes, and thereto was added a saturated ammonium chloride ... The reactants are O (water), C(C)OC(C(C)(C)C1=CC(=C(C=C1)OC(C)C)OC)=O (2-(4-Isopropoxy-3-methoxy-phenyl)-2-methyl-propionic acid ethyl ester), aqueous solution, [OH-].[Na+] (sodium hydroxide). Run in C1CCOC1 (THF), CCO (EtOH). Run at temperature 80 celsius, time 8 hour. Product: C(C)(C)OC1=C(C=C(C=C1)C(C(=O)O)(C)C)OC (2-(4-Isopropoxy-3-methoxy-phenyl)-2-methyl-propionic acid). Reaction SMILES: C([O:3][C:4](=[O:20])[C:5]([C:8]1[CH:13]=[CH:12][C:11]([O:14][CH:15]([CH3:17])[CH3:16])=[C:10]([O:18][CH3:19])[CH:9]=1)([CH3:7])[CH3:6])C.[OH-].[Na+].O>C1COCC1.CCO>[CH:15]([O:14][C:11]1[CH:12]=[CH:13][C:8]([C:5]([CH3:7])([CH3:6])[C:4]([OH:20])=[O:3])=[CH:9][C:10]=1[O:18][CH3:19])([CH3:16])[CH3:17] |f:1.2|. Reported procedure: 2-(4-Isopropoxy-3-methoxy-phenyl)-2-methyl-propionic acid ethyl ester (Compound L3-1, 1.45 g, 5.17 mmol) was dissolved in THF (13 mL) and EtOH (13 mL), added with 1 N aqueous solution of sodium hydroxide (10.3 mL, 2.0 eq.), and stirred at 80° C. overnight. The reaction solution was added to water and extracted with ethyl acetate. The aqueous layer was acidified by using 1 N aqueous solution of hydrochloric acid, extracted with ethyl acetate, washed with saturated brine and dried over sodium sulf... The reactants are IC(C)C (2-iodopropane), FC1=C(C=CC(=C1)OC)NC(=O)NCC(=O)OCC (2-fluoro-4-methoxyphenyl-N'-ethoxycarbonylmethylurea), [H-].[Na+] (sodium hydride). The solvent is CN(C=O)C (N,N-dimethylformamide), CN(C=O)C (N,N-dimethylformamide), CN(C=O)C (N,N-dimethylformamide). Conditions: time 45 minute. Product: CC(C)N1C(N(C(C1)=O)C1=C(C=C(C=C1)OC)F)=O (1-(1-Methylethyl)-3-(2-fluoro-4-methoxyphenyl)imidazolidin-2,4-dione). As a reaction SMILES: [F:1][C:2]1[CH:7]=[C:6]([O:8][CH3:9])[CH:5]=[CH:4][C:3]=1[NH:10][C:11]([NH:13][CH2:14][C:15]([O:17]CC)=O)=[O:12].[H-].[Na+].I[CH:23]([CH3:25])[CH3:24]>CN(C)C=O>[CH3:24][CH:23]([N:13]1[CH2:14][C:15](=[O:17])[N:10]([C:3]2[CH:4]=[CH:5][C:6]([O:8][CH3:9])=[CH:7][C:2]=2[F:1])[C:11]1=[O:12])[CH3:25] |f:1.2|. Procedure details: A solution of 17.02 g (0.0630 mole) of N-(2-fluoro-4-methoxyphenyl-N'-ethoxycarbonylmethylurea in 50 mL of N,N-dimethylformamide was added dropwise to a suspension of 2.65 g (0.0662 mole) of sodium hydride in 30 mL of N,N-dimethylformamide during a 20 minute period. Gas evolution and a slight rise in temperature occurred during the addition. This mixture was stirred at room temperature for 45 minutes, by which time it had become a homogeneous solution. To this solution was added dropwise, over a... Reactants: [OH-].[Na+] (NaOH), imine, [BH-](OC(=O)C)(OC(=O)C)OC(=O)C.[Na+] (NaBH(OAc)3), CN(C(=O)[C@@H]1N2[C@H](C([C@H](C1)CC2)=O)C(C2=CC=CC=C2)C2=CC=CC=C2)C ((2R*,4S*,6S*)-N,N-dimethyl-5-oxo-6-diphenylmethyl-1-azabicyclo[2,2,2]octane-2-carboxamide), COC1=C(CN)C=C(C=C1)OC (2,5-dimethoxybenzylamine). The reagents and catalysts are CC1(C2CCC1(C(=O)C2)CS(=O)(=O)O)C (CSA). Solvent: O (water), C1CCOC1 (THF), C1CCOC1 (THF), C(C)(=O)O (acetic acid), C1(=CC=CC=C1)C (toluene). Reaction conditions: time 15 hour. The product is CN(C(=O)[C@@H]1N2[C@H]([C@H]([C@H](C1)CC2)NCC2=C(C=CC(=C2)OC)OC)C(C2=CC=CC=C2)C2=CC=CC=C2)C ((2R*,4S*,5S*,6S*)-N,N-dimethyl-5-(2,5-dimethoxybenzyl)amino-6-diphenylmethyl-1-azabicyclo[2.2.2]octane-2-carboxamide). Yield: 70.1%. As a reaction SMILES: [CH3:1][N:2]([CH3:27])[C:3]([C@H:5]1[CH2:10][C@@H:9]2[CH2:11][CH2:12][N:6]1[C@@H:7]([CH:14]([C:21]1[CH:26]=[CH:25][CH:24]=[CH:23][CH:22]=1)[C:15]1[CH:20]=[CH:19][CH:18]=[CH:17][CH:16]=1)[C:8]2=O)=[O:4].[CH3:28][O:29][C:30]1[CH:37]=[CH:36][C:35]([O:38][CH3:39])=[CH:34][C:31]=1[CH2:32][NH2:33].[BH-](OC(C)=O)(OC(C)=O)OC(C)=O.[Na+].[OH-].[Na+]>C1(C)C=CC=CC=1.C1COCC1.CC1(C)C2(CS(O)(=O)=O)C(CC1CC2)=O.C(O)(=O)C.O>[CH3:27][N:2]([CH3:1])[C:3]([C@H:5]1[CH2:10][C@@H:9]2[CH2:11][CH2:12][N:6]1[C@@H:7]([CH:14]([C:15]1[CH:20]=[CH:19][CH:18]=[CH:17][CH:16]=1)[C:21]1[CH:22]=[CH:23][CH:24]=[CH:25][CH:26]=1)[C@H:8]2[NH:33][CH2:32][C:31]1[CH:34]=[C:35]([O:38][CH3:39])[CH:36]=[CH:37][C:30]=1[O:29][CH3:28])=[O:4] |f:2.3,4.5|. Reported procedure: A mixture of compound 34 (2.22 g, 6.13 mmole), 2,5-dimethoxybenzylamine (1.23 g, 7.36 mmole) and CSA (camphersulfonic acid) (20 mg) in toluene (50 ml) was heated at reflux for 24 hours with Dean Stark water separator. The solvent was removed under reduced pressure. The crude imine was used to the next step without purification. A solution of the crude imine in dry THF (20 ml) was added to a solution of NaBH(OAc)3 (3.9 g, 18.4 mmole) and acetic acid (3 ml) in dry THF (20 ml) at 5° C. and stirred ... Starting materials: C(C1=CC=CC=C1)C(C)OP(=O)(O)CC1(CCCC1)C(=O)O (1-benzylethylphosphonomethyl-1-cyclopentanecarboxylic acid), N[C@@H]1C(N(C2=C(CC1)C=CC=C2)CC(=O)OC(C)(C)C)=O (tert-butyl (3S)-3-amino-2,3,4,5-tetrahydro-2-oxo-1H-1-benzazepine-1-acetate), CN1CCOCC1 (N-methylmorpholine), OC1=CC=CC=2NN=NC21 (hydroxybenzotriazole), Cl.CN(CCCN=C=NCC)C (N-(3-dimethylaminopropyl)-N'-ethylcarbodiimide hydrochloride). The product is C(C1=CC=CC=C1)C(C)OP(=O)(O)CN([C@@H]1C(N(C2=C(CC1)C=CC=C2)CC(=O)OC(C)(C)C)=O)C(=O)C2CCCC2 (tert-Butyl (3S)-3-(1-benzylethylphosphonomethylcyclopentane-1-carbonylamino)-2,3,4,5-tetrahydro-2-oxo-1H-1-benzazepine-1-acetate). The yield is 29.3%. Reaction SMILES: [CH2:1]([CH:8]([O:10][P:11]([CH2:14]C1(C(O)=O)CCCC1)([OH:13])=[O:12])[CH3:9])[C:2]1[CH:7]=[CH:6][CH:5]=[CH:4][CH:3]=1.[NH2:23][C@H:24]1[CH2:30][CH2:29][C:28]2[CH:31]=[CH:32][CH:33]=[CH:34][C:27]=2[N:26]([CH2:35][C:36]([O:38][C:39]([CH3:42])([CH3:41])[CH3:40])=[O:37])[C:25]1=[O:43].CN1CCOCC1.[OH:51][C:52]1[C:60]2N=NN[C:56]=2[CH:55]=[CH:54][CH:53]=1.Cl.CN(C)CCCN=C=NCC>>[CH2:1]([CH:8]([O:10][P:11]([CH2:14][N:23]([C:52]([CH:60]1[CH2:56][CH2:55][CH2:54][CH2:53]1)=[O:51])[C@H:24]1[CH2:30][CH2:29][C:28]2[CH:31]=[CH:32][CH:33]=[CH:34][C:27]=2[N:26]([CH2:35][C:36]([O:38][C:39]([CH3:40])([CH3:42])[CH3:41])=[O:37])[C:25]1=[O:43])([OH:13])=[O:12])[CH3:9])[C:2]1[CH:3]=[CH:4][CH:5]=[CH:6][CH:7]=1 |f:4.5|. Procedure details: 5.0 g of 1-benzylethylphosphonomethyl-1-cyclopentanecarboxylic acid (preparation see Example 3E)) were reacted with 5.15 g of tert-butyl (3S)-3-amino-2,3,4,5-tetrahydro-2-oxo-1H-1-benzazepine-1-acetate (preparation see Example 1E)), 4.1 ml of N-methylmorpholine, 2.0 g of hydroxybenzotriazole and 6.3 g of N-(3-dimethylaminopropyl)-N'-ethylcarbodiimide hydrochloride according to the method described in Example 1G). The resulting crude product was chromatographed on 200 g of silica gel (eluent: fir... Reactants: CCS(=O)(=O)N1CCC(c2c[nH]c3c(C(N)=O)cc(Br)cc23)CC1, O=C([O-])[O-], CC1(C)OB(c2csc(C=O)c2)OC1(C)C, [K+], [K+], C1COCCO1, O. Yields the product CCS(=O)(=O)N1CCC(c2c[nH]c3c(C(N)=O)cc(-c4csc(C=O)c4)cc23)CC1. RXN SMILES: [Br:1][c:2]1[cH:3][c:4]2[c:5]([CH:14]3[CH2:15][CH2:16][N:17]([S:20](=[O:21])(=[O:22])[CH2:23][CH3:24])[CH2:18][CH2:19]3)[cH:6][nH:7][c:8]2[c:9]([C:11](=[O:12])[NH2:13])[cH:10]1.[C:41](=[O:42])([O-:43])[O-:44].[CH3:25][C:26]1([CH3:27])[C:28]([CH3:29])([CH3:30])[O:31][B:32]([c:33]2[cH:34][c:35]([CH:38]=[O:39])[s:36][cH:37]2)[O:40]1.[K+:45].[K+:46].[O:47]1[CH2:48][CH2:49][O:50][CH2:51][CH2:52]1.[OH2:53]>>[c:2]1(-[c:33]2[cH:34][c:35]([CH:38]=[O:39])[s:36][cH:37]2)[cH:3][c:4]2[c:5]([CH:14]3[CH2:15][CH2:16][N:17]([S:20](=[O:21])(=[O:22])[CH2:23][CH3:24])[CH2:18][CH2:19]3)[cH:6][nH:7][c:8]2[c:9]([C:11](=[O:12])[NH2:13])[cH:10]1.